This data is from the Open Reaction Database (ORD), a public repository of structured organic reaction records. The task is: describe an organic reaction: reactants, conditions, products, and yield The reactants are CO, [Mg], CC(C)N1C(=O)N(S(=O)(=O)c2ccccc2)CC1c1cccc(-c2cccc(S(C)(=O)=O)c2)c1. Product: CC(C)N1C(=O)NCC1c1cccc(-c2cccc(S(C)(=O)=O)c2)c1. As a reaction SMILES: [CH3:36][OH:37].[Mg:35].[c:1]1([S:2](=[O:3])(=[O:4])[N:10]2[C:11](=[O:34])[N:12]([CH:31]([CH3:32])[CH3:33])[CH:13]([c:15]3[cH:16][c:17](-[c:21]4[cH:22][c:23]([S:27](=[O:28])(=[O:29])[CH3:30])[cH:24][cH:25][cH:26]4)[cH:18][cH:19][cH:20]3)[CH2:14]2)[cH:5][cH:6][cH:7][cH:8][cH:9]1>>[NH:10]1[C:11](=[O:34])[N:12]([CH:31]([CH3:32])[CH3:33])[CH:13]([c:15]2[cH:16][c:17](-[c:21]3[cH:22][c:23]([S:27](=[O:28])(=[O:29])[CH3:30])[cH:24][cH:25][cH:26]3)[cH:18][cH:19][cH:20]2)[CH2:14]1. As a reaction SMILES: [Fe:13].[N+:1]([O-:2])(=[O:3])[c:4]1[cH:5][c:6]([CH2:10][C:11]#[N:12])[cH:7][cH:8][cH:9]1>>[NH2:1][c:4]1[cH:5][c:6]([CH2:10][C:11]#[N:12])[cH:7][cH:8][cH:9]1. Product: N#CCc1cccc(N)c1. Starting materials: [Fe], N#CCc1cccc([N+](=O)[O-])c1. Yields the product CC(C)(C)[Si](C)(C)OC1CCC(n2cc(-c3cnc(N)c4oc(-c5cc(C(F)(F)F)cc(C(F)(F)F)c5)cc34)cn2)CC1. RXN SMILES: [C:1]([CH3:2])([CH3:3])([CH3:4])[Si:5]([O:6][CH:7]1[CH2:8][CH2:9][CH:10]([n:13]2[n:14][cH:15][c:16](-[c:18]3[c:19]4[c:20]([c:21]([NH2:24])[n:22][cH:23]3)[o:25][c:26]([Cl:28])[cH:27]4)[cH:17]2)[CH2:11][CH2:12]1)([CH3:29])[CH3:30].[C:48](=[O:49])([O-:50])[O-:51].[CH2:54]1[O:55][CH2:56][CH2:57][O:58][CH2:59]1.[F:31][C:32]([c:33]1[cH:34][c:35]([B:43]([OH:44])[OH:45])[cH:36][c:37]([C:39]([F:40])([F:41])[F:42])[cH:38]1)([F:46])[F:47].[K+:52].[K+:53].[OH2:60]>>[C:1]([CH3:2])([CH3:3])([CH3:4])[Si:5]([O:6][CH:7]1[CH2:8][CH2:9][CH:10]([n:13]2[n:14][cH:15][c:16](-[c:18]3[c:19]4[c:20]([c:21]([NH2:24])[n:22][cH:23]3)[o:25][c:26](-[c:35]3[cH:34][c:33]([C:32]([F:31])([F:46])[F:47])[cH:38][c:37]([C:39]([F:40])([F:41])[F:42])[cH:36]3)[cH:27]4)[cH:17]2)[CH2:11][CH2:12]1)([CH3:29])[CH3:30]. The reactants are CC(C)(C)[Si](C)(C)OC1CCC(n2cc(-c3cnc(N)c4oc(Cl)cc34)cn2)CC1, O=C([O-])[O-], C1COCCO1, OB(O)c1cc(C(F)(F)F)cc(C(F)(F)F)c1, [K+], [K+], O. Starting materials: CS(C)=O, CNc1ncc(C#N)c2[nH]c3ccc(F)cc3c12, [K+], [K+], O=C([O-])[O-], OO. RXN SMILES: [CH3:27][S:28]([CH3:29])=[O:30].[F:1][c:2]1[cH:3][c:4]2[c:5]3[c:6]([nH:7][c:8]2[cH:9][cH:10]1)[c:11]([C:17]#[N:18])[cH:12][n:13][c:14]3[NH:15][CH3:16].[K+:19].[K+:20].[O-:21][C:22]([O-:23])=[O:24].[OH:25][OH:26]>>[F:1][c:2]1[cH:3][c:4]2[c:5]3[c:6]([nH:7][c:8]2[cH:9][cH:10]1)[c:11]([C:17]([NH2:18])=[O:21])[cH:12][n:13][c:14]3[NH:15][CH3:16]. Product: CNc1ncc(C(N)=O)c2[nH]c3ccc(F)cc3c12. Starting materials: C=CCCCC(CCC)C(=O)OC, CCO, [Na+], [OH-], O. Yields the product C=CCCCC(CCC)C(=O)O. As a reaction SMILES: [CH2:1]([CH2:2][CH3:3])[CH:4]([C:5](=[O:6])[O:7][CH3:8])[CH2:9][CH2:10][CH2:11][CH:12]=[CH2:13].[CH3:17][CH2:18][OH:19].[Na+:15].[OH-:14].[OH2:16]>>[CH2:1]([CH2:2][CH3:3])[CH:4]([C:5](=[O:6])[OH:7])[CH2:9][CH2:10][CH2:11][CH:12]=[CH2:13].